describe an organic reaction: reactants, conditions, products, and yield From a dataset of the Open Reaction Database (ORD), a public repository of structured organic reaction records. Reactants: C([C@@H]1[C@H]([C@@H]([C@H]([C@H](O1)O[C@]2([C@H]([C@@H]([C@H](O2)CO)O)O)CO)O)O)O)O (sucrose), C1=CC=CC2=CC=CC=C12 (naphthalene), Sn, C(C(O)C)(=O)OCCCC (n-butyl lactate). The solvent is C(CCC)O (1-butanol). Reaction conditions: temperature 160 celsius. The product is OC(C(=O)OCCCC)C=C (n-butyl 2-hydroxy-3-butenoate). Isolated yield 25.0%. RXN SMILES: C(O)[C@H]1[O:7][C@H:6]([O:8][C@:9]2(CO)O[C@H:12](CO)[C@@H:11](O)[C@@H:10]2O)[C@H:5]([OH:20])[C@@H:4](O)[C@@H:3]1O.C1C2C(=CC=CC=2)C=CC=1.C(OCCCC)(=O)C(C)O>C(O)CCC>[OH:20][CH:5]([CH:4]=[CH2:3])[C:6]([O:8][CH2:9][CH2:10][CH2:11][CH3:12])=[O:7]. Reported procedure: An autoclave (50 cc microclave) is charged with 8.0 g of 1-butanol, 0.2249 g of sucrose (0.6569 mmol), 121.0 mg naphthalene (internal standard) and finally with 160.5 mg Sn-BEA (prepared according to U.S. Pat. No. 6,306,364). The autoclave is closed, charged with 20 bar of argon and heated to 160° C. After the temperature reaches 100° C., the mechanical stirrer is started (500 rpm) and the mixture is heated for 20 hours under these conditions. GC-analysis of the reaction mixture shows that 0.68 ... Starting materials: FC(C(=O)NCC#CC=1C(NC(N([C@H]2CC[C@@H](CO)O2)C1)=O)=O)(F)F (5-(3-trifluoroacetamido-1-propynyl)-2', 3'-dideoxyuridine), [O-]P([O-])(=O)OP(=O)([O-])OP(=O)([O-])[O-] (triphosphate). Reaction conditions: time 210 minute. The product is P(O)(=O)(OP(=O)(O)OP(=O)(O)O)OC[C@@H]1CC[C@@H](O1)N1C(=O)NC(=O)C(=C1)C#CCN (5-(3-amino-1-propynyl)-2', 3'-dideoxyuridine 5'-triphosphate). As a reaction SMILES: FC(F)(F)C([NH:5][CH2:6][C:7]#[C:8][C:9]1[C:10](=[O:23])[NH:11][C:12](=[O:22])[N:13]([CH:21]=1)[C@@H:14]1[O:20][C@H:17]([CH2:18][OH:19])[CH2:16][CH2:15]1)=O.[O-:26][P:27]([O:30][P:31]([O:34][P:35]([O-])([O-:37])=[O:36])([O-:33])=[O:32])(=[O:29])[O-:28]>>[P:35]([O:19][CH2:18][C@H:17]1[O:20][C@@H:14]([N:13]2[CH:21]=[C:9]([C:8]#[C:7][CH2:6][NH2:5])[C:10](=[O:23])[NH:11][C:12]2=[O:22])[CH2:15][CH2:16]1)([O:34][P:31]([O:30][P:27]([OH:28])([OH:29])=[O:26])([OH:33])=[O:32])(=[O:36])[OH:37]. Procedure details: Alkynylamino nucleoside 22 (0.30 mmol) was converted to the corresponding triphosphate and its trifluoroacetyl group was removed following the general procedure given in Example 5E. After addition of the second aliquot of phosphorus oxychloride, phosphorylation was allowed to proceed for 210 minutes. Assuming an absorption coefficient for the product equal to that of the starting material (13,000), the yield of triphosphate 23, based on its UV absorption at 291.5 nm, was 18%. Starting materials: CSc1ccc(C[P+](c2ccccc2)(c2ccccc2)c2ccccc2)cc1, CC(C)(C)[O-], CS(C)=O, [Cl-], CC1Cc2cc(F)ccc2C1=O, [K+], O, c1ccccc1. Yields the product CSc1ccc(C=C2c3ccc(F)cc3CC2C)cc1. RXN SMILES: [CH3:12][S:13][c:14]1[cH:15][cH:16][c:17]([CH2:18][P+:19]([c:20]2[cH:21][cH:22][cH:23][cH:24][cH:25]2)([c:26]2[cH:27][cH:28][cH:29][cH:30][cH:31]2)[c:32]2[cH:33][cH:34][cH:35][cH:36][cH:37]2)[cH:38][cH:39]1.[CH3:1][C:2]([CH3:3])([O-:4])[CH3:5].[CH3:7][S:8]([CH3:9])=[O:10].[Cl-:11].[F:40][c:41]1[cH:42][c:43]2[c:47]([cH:48][cH:49]1)[C:46](=[O:50])[CH:45]([CH3:51])[CH2:44]2.[K+:6].[OH2:52].[cH:53]1[cH:54][cH:55][cH:56][cH:57][cH:58]1>>[CH3:12][S:13][c:14]1[cH:15][cH:16][c:17]([CH:18]=[C:46]2[CH:45]([CH3:51])[CH2:44][c:43]3[cH:42][c:41]([F:40])[cH:49][cH:48][c:47]32)[cH:38][cH:39]1. The reactants are N1C=CC2=CC(=CC=C12)OC=1C2=C(N=CN1)CN(C2C)C(=O)OC(C)(C)C (tert-butyl 4-(1H-indol-5-yloxy)-5-methyl-5H-pyrrolo[3,4-d]pyrimidine-6(7 H)-carboxylate), N1(C=NC=C1)C(=O)N1C=NC=C1 (di(1H-imidazol-1-yl)methanone), C(C)(C)(C)C1=CC(=NN1)N (5-tert-butyl-1H-pyrazol-3-amine), Cl (HCl), TEA, C(=O)(C(F)(F)F)O (TFA). The solvent is CN(C)C=O (DMF), CCOC(=O)C (EtOAc), O (water), C(Cl)Cl (DCM). Run at time 48 hour. Yields the product C(C)(C)(C)C=1C=C(NN1)NC(=O)N1C=CC2=CC=CC=C12 (indole-1-carboxylic acid (5-tert-butyl-2H-pyrazol-3-yl)-amide). RXN SMILES: [NH:1]1[C:9]2[C:4](=[CH:5][C:6](OC3C4C(C)N(C(OC(C)(C)C)=O)CC=4N=CN=3)=[CH:7][CH:8]=2)[CH:3]=[CH:2]1.N1([C:33]([N:35]2[CH:39]=[CH:38]N=C2)=[O:34])C=CN=C1.[C:40]([C:44]1[NH:48][N:47]=C(N)C=1)([CH3:43])([CH3:42])[CH3:41].Cl.C(O)(C(F)(F)F)=O>CN(C=O)C.O.C(Cl)Cl.CCOC(C)=O>[C:40]([C:44]1[CH:38]=[C:39]([NH:35][C:33]([N:1]2[C:9]3[C:4](=[CH:5][CH:6]=[CH:7][CH:8]=3)[CH:3]=[CH:2]2)=[O:34])[NH:47][N:48]=1)([CH3:43])([CH3:42])[CH3:41]. Reported procedure: To a solution of tert-butyl 4-(1H-indol-5-yloxy)-5-methyl-5H-pyrrolo[3,4-d]pyrimidine-6(7 H)-carboxylate (150 mg, 0.409 mmol) in DMF (4 mL) at rt, di(1H-imidazol-1-yl)methanone (86 mg, 0.532 mmol) is added followed by TEA (0.34 mL, 2.46 mmol). After 3 h at room temperature 5-tert-butyl-1H-pyrazol-3-amine (342 mg, 2.46 mmol) is added and the reaction left stirring at rt for 48 h. At this point as 1N HCl solution in water (2 mL) is added and EtOAc (5 mL) is added. The layers are separated and the ... Reactants: Brc1ccc(C2c3ccccc3-c3nccn32)cc1, BrCc1ccccc1, C1CCOC1. Yields the product Brc1ccc(C2(Cc3ccccc3)c3ccccc3-c3nccn32)cc1. As a reaction SMILES: [Br:1][c:2]1[cH:3][cH:4][c:5]([CH:8]2[n:9]3[c:10]([n:17][cH:18][cH:19]3)-[c:11]3[cH:12][cH:13][cH:14][cH:15][c:16]32)[cH:6][cH:7]1.[CH2:20]([c:21]1[cH:22][cH:23][cH:24][cH:25][cH:26]1)[Br:27].[CH2:28]1[O:29][CH2:30][CH2:31][CH2:32]1>>[Br:1][c:2]1[cH:3][cH:4][c:5]([C:8]2([CH2:20][c:21]3[cH:22][cH:23][cH:24][cH:25][cH:26]3)[n:9]3[c:10]([n:17][cH:18][cH:19]3)-[c:11]3[cH:12][cH:13][cH:14][cH:15][c:16]32)[cH:6][cH:7]1. Reactants: ClC1=CC(=NC2=CC=CC=C12)C1=CC2=CC=CC=C2C=C1 (4-chloro-(2-napthyl) quinoline), NCCCO (3-aminopropanol). Reported procedure: A solution of 4-chloro-(2-napthyl) quinoline (420 mg, 1.4 mmol) in 3-aminopropanol (1.0 mL) was heated to 130° C. for 1.5 h under a nitrogen atmosphere. Treatment with water (2 mL) was followed by extraction of the mixture with AcOEt, drying of the extract with MgSO4, and concentration to give a residue of crude N-(3-hydroxypropyl)-2-(2-naphthyl)quinolin-4-amine. This compound was purified by silica gel chromatography eluting with CH2Cl2/MeOH (5:1) followed by crystallization of its hydrobromide... Reaction SMILES: Cl[C:2]1[C:11]2[C:6](=[CH:7][CH:8]=[CH:9][CH:10]=2)[N:5]=[C:4]([C:12]2[CH:21]=[CH:20][C:19]3[C:14](=[CH:15][CH:16]=[CH:17][CH:18]=3)[CH:13]=2)[CH:3]=1.[NH2:22][CH2:23][CH2:24][CH2:25][OH:26]>>[OH:26][CH2:25][CH2:24][CH2:23][NH:22][C:2]1[C:11]2[C:6](=[CH:7][CH:8]=[CH:9][CH:10]=2)[N:5]=[C:4]([C:12]2[CH:21]=[CH:20][C:19]3[C:14](=[CH:15][CH:16]=[CH:17][CH:18]=3)[CH:13]=2)[CH:3]=1. The product is OCCCNC1=CC(=NC2=CC=CC=C12)C1=CC2=CC=CC=C2C=C1 (N-(3-hydroxypropyl)-2-(2-naphthyl)quinolin-4-amine). Starting materials: C([O-])([O-])=O.[NH4+].[NH4+] (Ammonium carbonate), C1(=CC=CC=C1)P(=O)(C1=CC=CC=C1)N=[N+]=[N-] (diphenylphosphorylazide), OC(C(C)C)(C=1N=CN(C1)C(C1=CC=CC=C1)(C1=CC=CC=C1)C1=CC=CC=C1)C=1C=C2C=CC(=CC2=CC1)C(=O)OC (methyl 6-(1-hydroxy-2-methyl-1-(1-trityl-1H-imidazol-4-yl)propyl)-2-naphthoate), OC(C(C)C)(C=1N=CN(C1)C(C1=CC=CC=C1)(C1=CC=CC=C1)C1=CC=CC=C1)C=1C=C2C=CC(=CC2=CC1)C(=O)O (6-(1-hydroxy-2-methyl-1-(1-trityl-1H-imidazol-4-yl)propyl)-2-naphthoic acid). The solvent is C(C)N(CC)CC (triethylamine), CN(C)C=O (DMF), O (water). Run at time 12 hour. Yields the product OC(C(C)C)(C=1N=CNC1)C=1C=C2C=CC(=CC2=CC1)C(=O)N (6-[1-Hydroxy-1-(1H-imidazol-4-yl)-2-methylpropyl)-2-naphthamide). Reaction SMILES: [OH:1][C:2](C1C=C2C(=CC=1)C=C(C(OC)=O)C=C2)([C:6]1[N:7]=[CH:8][N:9](C(C2C=CC=CC=2)(C2C=CC=CC=2)C2C=CC=CC=2)[CH:10]=1)[CH:3]([CH3:5])[CH3:4].[OH:44][C:45]([C:73]1[CH:74]=[C:75]2[C:80](=[CH:81][CH:82]=1)[CH:79]=[C:78](C(O)=O)[CH:77]=[CH:76]2)(C1N=CN(C(C2C=CC=CC=2)(C2C=CC=CC=2)C2C=CC=CC=2)C=1)C(C)C.C(=O)([O-])[O-].[NH4+].[NH4+].C1(P([N:106]=[N+]=[N-])(C2C=CC=CC=2)=O)C=CC=CC=1>CN(C=O)C.O.C(N(CC)CC)C>[OH:1][C:2]([C:78]1[CH:79]=[C:80]2[C:75](=[CH:76][CH:77]=1)[CH:74]=[C:73]([C:45]([NH2:106])=[O:44])[CH:82]=[CH:81]2)([C:6]1[N:7]=[CH:8][NH:9][CH:10]=1)[CH:3]([CH3:4])[CH3:5] |f:2.3.4|. Reported procedure: In a manner to that described in Example 9-(i), methyl 6-(1-hydroxy-2-methyl-1-(1-trityl-1H-imidazol-4-yl)propyl)-2-naphthoate (2.0 g) was converted to 6-(1-hydroxy-2-methyl-1-(1-trityl-1H-imidazol-4-yl)propyl)-2-naphthoic acid and this compound was dissolved in DMF (10 mL). Ammonium carbonate (558 mg), diphenylphosphorylazide (0.91 mL) and triethylamine (0.98 mL) were added and the resulting mixture was stirred at room temperature for 12 h. The mixture was diluted with water, extracted with eth... Starting materials: [N+](=O)([O-])C1=CC=C(C=C1)S(=O)(=N)C ((RS)—S-(4-nitrophenyl)-S-methylsulfoximide), CN=C=O (methyl isocyanate). The solvent is C1(=CC=CC=C1)C (toluene), petroleum ether. Run at temperature 104 celsius, time 14 hour. Yields the product [N+](=O)([O-])C1=CC=C(C=C1)S(=O)(=NC(NC)=O)C ((RS)—S-(4-nitrophenyl)-N-(methylcarbamoyl)-S-methyl-sulfoximide). Reaction SMILES: [N+:1]([C:4]1[CH:9]=[CH:8][C:7]([S:10]([CH3:13])(=[NH:12])=[O:11])=[CH:6][CH:5]=1)([O-:3])=[O:2].[CH3:14][N:15]=[C:16]=[O:17]>C1(C)C=CC=CC=1>[N+:1]([C:4]1[CH:5]=[CH:6][C:7]([S:10]([CH3:13])(=[N:12][C:16](=[O:17])[NH:15][CH3:14])=[O:11])=[CH:8][CH:9]=1)([O-:3])=[O:2]. Procedure: 300 mg (1.5 mmol) (RS)—S-(4-nitrophenyl)-S-methylsulfoximide in 8 ml toluene and 4 ml petroleum ether 60/80 are treated with 0.097 ml (1.65 mmol) methyl isocyanate. The mixture is stirred in a pressure tube at 104° C. for 5 hours and at room temperature for 14 hours. The suspension is filtrated to give 302 mg (corresponding to 78% of theor.) of the product. The reactants are Cl (Hydrochloride), N[C@@H]1CN(CC1)S(=O)(=O)C=1C=2C(=CN=CC2C=CC1)Br ((S)-3-amino-1-(4-bromo-5-isoquinolinesulfonyl)pyrrolidine), C(C1=CC=CO1)=O (furfural), O1CC(CC1)=O (tetrahydrofuran-3-one), Cl (hydrochloride). Product: O1CC(CC1)NC1CN(CC1)S(=O)(=O)C=1C=2C(=CN=CC2C=CC1)Cl ((3R/S)-3-(3-Tetrahydrofuranyl)amino-1-(4-chloro-5-isoquinolinesulfonyl)pyrrolidine). Reaction SMILES: [ClH:1].[O:2]1[CH2:6][CH2:5][C:4](=O)[CH2:3]1.[NH2:8][C@H:9]1[CH2:13][CH2:12][N:11]([S:14]([C:17]2[C:18]3[C:19](Br)=[CH:20][N:21]=[CH:22][C:23]=3[CH:24]=[CH:25][CH:26]=2)(=[O:16])=[O:15])[CH2:10]1.C(=O)C1OC=CC=1>>[O:2]1[CH2:6][CH2:5][CH:4]([NH:8][CH:9]2[CH2:13][CH2:12][N:11]([S:14]([C:17]3[C:18]4[C:19]([Cl:1])=[CH:20][N:21]=[CH:22][C:23]=4[CH:24]=[CH:25][CH:26]=3)(=[O:16])=[O:15])[CH2:10]2)[CH2:3]1. Procedure: Hydrochloride of the compound obtainable in Example 19 and tetrahydrofuran-3-one can be used in the method of Example 4-1 instead of hydrochloride of (S)-3-amino-1-(4-bromo-5-isoquinolinesulfonyl)pyrrolidine and furfural, respectively, to obtain the title compound. As a reaction SMILES: [CH2:1]([c:2]1[cH:3][cH:4][cH:5][cH:6][cH:7]1)[N:8]1[CH2:9][CH2:10][CH:11]([N:14]([c:15]2[n:16][cH:17][cH:18][cH:19][c:20]2[NH:21][CH2:22][CH2:23][CH3:24])[CH2:25][CH3:26])[CH2:12][CH2:13]1.[CH3:29][CH2:30][OH:31].[H:27][H:28].[OH-:32].[OH-:34].[Pd+2:33]>>[NH:8]1[CH2:9][CH2:10][CH:11]([N:14]([c:15]2[n:16][cH:17][cH:18][cH:19][c:20]2[NH:21][CH2:22][CH2:23][CH3:24])[CH2:25][CH3:26])[CH2:12][CH2:13]1. The reactants are CCCNc1cccnc1N(CC)C1CCN(Cc2ccccc2)CC1, CCO, [H][H], [OH-], [OH-], [Pd+2]. The product is CCCNc1cccnc1N(CC)C1CCNCC1.